From a dataset of the Open Reaction Database (ORD), a public repository of structured organic reaction records. describe an organic reaction: reactants, conditions, products, and yield Reactants: FC(C(=O)O)(F)F (Trifluoroacetic acid), ClC=1C=C(C=CC1OC(C)C)C1=NC(=NO1)C=1C=CC=C2C(=CN(C12)C)CCC(=O)OC(C)(C)C (1,1-Dimethylethyl 3-[7-(5-{3-chloro-4-[(1-methylethyl)oxy]phenyl}-1,2,4-oxadiazol-3-yl)-1-methyl-1H-indol-3-yl]propanoate). The solvent is ClCCl (dichloromethane). Reaction conditions: time 1 hour. The product is ClC=1C=C(C=CC1OC(C)C)C1=NC(=NO1)C=1C=CC=C2C(=CN(C12)C)CCC(=O)O (3-[7-(5-{3-Chloro-4-[(1-methylethyl)oxy]phenyl}-1,2,4-oxadiazol-3-yl)-1-methyl-1H-indol-3-yl]propanoic acid). Isolated yield 63.4%. RXN SMILES: FC(F)(F)C(O)=O.[Cl:8][C:9]1[CH:10]=[C:11]([C:19]2[O:23][N:22]=[C:21]([C:24]3[CH:25]=[CH:26][CH:27]=[C:28]4[C:32]=3[N:31]([CH3:33])[CH:30]=[C:29]4[CH2:34][CH2:35][C:36]([O:38]C(C)(C)C)=[O:37])[N:20]=2)[CH:12]=[CH:13][C:14]=1[O:15][CH:16]([CH3:18])[CH3:17]>ClCCl>[Cl:8][C:9]1[CH:10]=[C:11]([C:19]2[O:23][N:22]=[C:21]([C:24]3[CH:25]=[CH:26][CH:27]=[C:28]4[C:32]=3[N:31]([CH3:33])[CH:30]=[C:29]4[CH2:34][CH2:35][C:36]([OH:38])=[O:37])[N:20]=2)[CH:12]=[CH:13][C:14]=1[O:15][CH:16]([CH3:17])[CH3:18]. Reported procedure: Trifluoroacetic acid (0.62 mL) was added to a solution of 1,1-dimethylethyl 3-[7-(5-{3-chloro-4-[(1-methylethyl)oxy]phenyl}-1,2,4-oxadiazol-3-yl)-1-methyl-1H-indol-3-yl]propanoate (D8) (80 mg) in dichloromethane (1 mL) at RT. The resulting solution was stirred for 1 hour. The reaction mixture was concentrated. The residue was recrystallized from ether/hexane to afford 3-[7-(5-{3-chloro-4-[(1-methylethyl)oxy]phenyl}-1,2,4-oxadiazol-3-yl)-1-methyl-1H-indol-3-yl]propanoic acid (E2) (45 mg) as a pal... The reactants are C([O-])(O)=O.[Na+] (sodium bicarbonate), C(C)N(P(OC(C)(C)C)OC(C)(C)C)CC (Di-tert-butyl diethylphosphoramidite), FC1=C(C=CC=C1F)NC(CN1N=CC(=C1)NC1=NC=NC2=CC(=C(C=C12)OC)OCCCN(CCC)CCO)=O (N-(2,3-difluorophenyl)-2-{4-[(7-{3-[(2-hydroxyethyl)(propyl)amino]propoxy}-6-methoxyquinazolin-4-yl)amino]-1H-pyrazol-1-yl}acetamide), N1N=NN=C1 (tetrazole), S(=O)(=O)([O-])S(=O)[O-].[Na+].[Na+] (sodium metabisulphite), OO (Hydrogen peroxide), OO (hydrogen peroxide). Solvent: CN(C=O)C (dimethylformamide), O (water). Run at time 45 minute. Yields the product N (ammonia), P(=O)(OC(C)(C)C)(OC(C)(C)C)OCCN(CCC)CCCOC1=C(C=C2C(=NC=NC2=C1)NC=1C=NN(C1)CC(=O)NC1=C(C(=CC=C1)F)F)OC (di-tert-butyl 2-[[3-({4-[(1-{2-[(2,3-difluorophenyl)amino]-2-oxoethyl}-1H-pyrazol-4-yl)amino]-6-methoxyquinazolin-7-yl}oxy)propyl](propyl)amino]ethyl phosphate). The yield is 72.7%. Reaction SMILES: C([N:3](CC)[P:4]([O:10][C:11]([CH3:14])([CH3:13])[CH3:12])[O:5][C:6]([CH3:9])([CH3:8])[CH3:7])C.[F:17][C:18]1[C:23]([F:24])=[CH:22][CH:21]=[CH:20][C:19]=1[NH:25][C:26](=[O:57])[CH2:27][N:28]1[CH:32]=[C:31]([NH:33][C:34]2[C:43]3[C:38](=[CH:39][C:40]([O:46][CH2:47][CH2:48][CH2:49][N:50]([CH2:54][CH2:55][OH:56])[CH2:51][CH2:52][CH3:53])=[C:41]([O:44][CH3:45])[CH:42]=3)[N:37]=[CH:36][N:35]=2)[CH:30]=[N:29]1.N1C=NN=N1.OO.S(S([O-])=O)([O-])(=O)=[O:66].[Na+].[Na+].C(=O)(O)[O-].[Na+]>CN(C)C=O.O>[NH3:3].[P:4]([O:56][CH2:55][CH2:54][N:50]([CH2:49][CH2:48][CH2:47][O:46][C:40]1[CH:39]=[C:38]2[C:43]([C:34]([NH:33][C:31]3[CH:30]=[N:29][N:28]([CH2:27][C:26]([NH:25][C:19]4[CH:20]=[CH:21][CH:22]=[C:23]([F:24])[C:18]=4[F:17])=[O:57])[CH:32]=3)=[N:35][CH:36]=[N:37]2)=[CH:42][C:41]=1[O:44][CH3:45])[CH2:51][CH2:52][CH3:53])([O:5][C:6]([CH3:7])([CH3:8])[CH3:9])([O:10][C:11]([CH3:12])([CH3:13])[CH3:14])=[O:66] |f:4.5.6,7.8|. Procedure: Di-tert-butyl diethylphosphoramidite (486 mg, 1.95 mmol) was added slowly to a solution of N-(2,3-difluorophenyl)-2-{4-[(7-{3-[(2-hydroxyethyl)(propyl)amino]propoxy}-6-methoxyquinazolin-4-yl)amino]-1H-pyrazol-1-yl}acetamide (740 mg, 1.3 mmol) and tetrazole (228 mg, 3.25 mmol) in dimethylformamide (7.4 ml) under argon. The mixture was stirred at ambient temperature for 45 minutes. Hydrogen peroxide (9 N, 288 μl, 2.6 mmol) was added at 0° C. and the reaction stirred for 1.5 hours at ambient temper... Reactants: ClC(Cl)Cl, Cc1ccc(-c2c[nH]nc2C(F)(F)F)cc1SCC(F)(F)F, [Na+], [Na+], O=S([O-])[O-]. Yields the product Cc1ccc(-c2c[nH]nc2C(F)(F)F)cc1S(=O)CC(F)(F)F. RXN SMILES: [CH:29]([Cl:30])([Cl:31])[Cl:32].[F:1][C:2]([CH2:3][S:4][c:5]1[c:6]([CH3:20])[cH:7][cH:8][c:9](-[c:11]2[c:12]([C:16]([F:17])([F:18])[F:19])[n:13][nH:14][cH:15]2)[cH:10]1)([F:21])[F:22].[Na+:27].[Na+:28].[S:23](=[O:24])([O-:25])[O-:26]>>[F:1][C:2]([CH2:3][S:4]([c:5]1[c:6]([CH3:20])[cH:7][cH:8][c:9](-[c:11]2[c:12]([C:16]([F:17])([F:18])[F:19])[n:13][nH:14][cH:15]2)[cH:10]1)=[O:24])([F:21])[F:22]. Reactants: CCCC1Cc2c3c(c(C)c(C)c2C1O)OC(C(=O)O)C3, CC(C)=O, O=[Cr](=O)=O, O, O=S(=O)(O)O. Product: CCCC1Cc2c3c(c(C)c(C)c2C1=O)OC(C(=O)O)C3. As a reaction SMILES: [CH3:1][c:2]1[c:3]([CH3:21])[c:4]2[c:8]([c:9]3[c:10]1[O:11][CH:12]([C:14](=[O:15])[OH:16])[CH2:13]3)[CH2:7][CH:6]([CH2:17][CH2:18][CH3:19])[CH:5]2[OH:20].[CH3:31][C:32](=[O:33])[CH3:34].[O:22]=[Cr:23](=[O:24])=[O:25].[OH2:35].[S:26](=[O:27])(=[O:28])([OH:29])[OH:30]>>[CH3:1][c:2]1[c:3]([CH3:21])[c:4]2[c:8]([c:9]3[c:10]1[O:11][CH:12]([C:14](=[O:15])[OH:16])[CH2:13]3)[CH2:7][CH:6]([CH2:17][CH2:18][CH3:19])[C:5]2=[O:20]. The reactants are C=1(O)C(=CC(O)=CC1)C1=CC=CC=C1COCC1=CC=CC=C1C=1C(O)=CC=C(C1)O (Hydroquinone monobenzyl ether), BrCCOCCC (2-bromoethyl-n-propyl ether), [OH-].[Na+] (sodium hydroxide). Product: C(C1=CC=CC=C1)OC1=CC=C(C=C1)OCCOCCC (1-benzyloxy-4-(2-propoxy-ethoxy)benzene). Reaction SMILES: C1(C(C2[C:14]([CH2:15][O:16][CH2:17][C:18]3[C:23](C4C(=CC=C(O)C=4)O)=[CH:22][CH:21]=[CH:20][CH:19]=3)=[CH:13][CH:12]=[CH:11][CH:10]=2)=CC(=CC=1)O)O.Br[CH2:33][CH2:34][O:35][CH2:36][CH2:37][CH3:38].[OH-:39].[Na+]>>[CH2:17]([O:16][C:15]1[CH:10]=[CH:11][C:12]([O:39][CH2:33][CH2:34][O:35][CH2:36][CH2:37][CH3:38])=[CH:13][CH:14]=1)[C:18]1[CH:19]=[CH:20][CH:21]=[CH:22][CH:23]=1 |f:2.3|. Procedure details: Hydroquinone monobenzyl ether is reacted with 2-bromoethyl-n-propyl ether in aqueous sodium hydroxide and then purified over silica gel with toluene as eluent. The middle fraction gives 1-benzyloxy-4-(2-propoxy-ethoxy)benzene (used without further purification). The reactants are F, O, O=[N+]([O-])O, O=C1c2ccccc2C(=O)c2ccccc21. The product is O=C1c2ccccc2C(=O)c2c1cccc2[N+](=O)[O-]. As a reaction SMILES: [FH:17].[OH2:22].[OH:18][N+:19]([O-:20])=[O:21].[cH:1]1[cH:2][cH:3][cH:4][c:5]2[c:14]1[C:13](=[O:15])[c:12]1[c:7]([cH:8][cH:9][cH:10][cH:11]1)[C:6]2=[O:16]>>[cH:1]1[cH:2][cH:3][cH:4][c:5]2[c:14]1[C:13](=[O:15])[c:12]1[c:7]([c:8]([N+:19](=[O:18])[O-:20])[cH:9][cH:10][cH:11]1)[C:6]2=[O:16]. Reactants: O1C2C(C3=CC=CC=C3C(C21)=O)=O (2,3-epoxy-2,3-dihydro-1,4-naphthoquinone), N1(CCNCC1)C=1OC2=C(N1)C=CC=C2 (2-(1-piperazinyl)benzoxazole). Solvent: C(C)O (ethanol). Conditions: time 18 hour. Product: O1C(=NC2=C1C=CC=C2)N2CCN(CC2)C=2C(C1=CC=CC=C1C(C2O)=O)=O (2[4-(2-Benzoxazolyl)-1-piperazinyl]-3-hydroxy-1,4-naphthalenedione). Isolated yield 14.2%. RXN SMILES: [O:1]1[CH:11]2[CH:2]1[C:3](=[O:13])[C:4]1[C:9]([C:10]2=[O:12])=[CH:8][CH:7]=[CH:6][CH:5]=1.[N:14]1([C:20]2[O:21][C:22]3[CH:28]=[CH:27][CH:26]=[CH:25][C:23]=3[N:24]=2)[CH2:19][CH2:18][NH:17][CH2:16][CH2:15]1>C(O)C>[O:21]1[C:22]2[CH:28]=[CH:27][CH:26]=[CH:25][C:23]=2[N:24]=[C:20]1[N:14]1[CH2:15][CH2:16][N:17]([C:2]2[C:3](=[O:13])[C:4]3[C:9]([C:10](=[O:12])[C:11]=2[OH:1])=[CH:8][CH:7]=[CH:6][CH:5]=3)[CH2:18][CH2:19]1. Procedure details: A mixture of 3.48 g of 2,3-epoxy-2,3-dihydro-1,4-naphthoquinone, 2.03 g of 2-(1-piperazinyl)benzoxazole and 200 ml of absolute ethanol was stirred 18 hours and then filtered. The filtrate was concentrated to dryness and the residue flash chromatographed, eluting with dichloromethane, then 1% methanol in dichloromethane. The desired fraction was evaporated, then recrystallized twice from dichloromethane/ethanol, giving 533 mg of the desired product, mp 190°C. (dec.).